describe an organic reaction: reactants, conditions, products, and yield From a dataset of the Open Reaction Database (ORD), a public repository of structured organic reaction records. Reactants: Cn1ccc(S(N)(=O)=O)c1, COC(=O)c1ccc(Cl)cc1NC(=O)Oc1ccccc1. Yields the product COC(=O)c1ccc(Cl)cc1NC(=O)NS(=O)(=O)c1ccn(C)c1. As a reaction SMILES: [CH3:22][n:23]1[cH:24][c:25]([S:28](=[O:29])(=[O:30])[NH2:31])[cH:26][cH:27]1.[Cl:1][c:2]1[cH:3][c:4]([NH:12][C:13]([O:15][c:14]2[cH:16][cH:17][cH:18][cH:19][cH:20]2)=[O:21])[c:5]([C:6](=[O:7])[O:8][CH3:9])[cH:10][cH:11]1>>[Cl:1][c:2]1[cH:3][c:4]([NH:12][C:13](=[O:15])[NH:31][S:28]([c:25]2[cH:24][n:23]([CH3:22])[cH:27][cH:26]2)(=[O:29])=[O:30])[c:5]([C:6](=[O:7])[O:8][CH3:9])[cH:10][cH:11]1. Starting materials: C[Mg]Cl, O=Cc1cn(C2CCc3c(F)cc(F)cc3C2)c(=S)[nH]1, O=S(=O)(O)O. Product: CC(O)c1cn(C2CCc3c(F)cc(F)cc3C2)c(=S)[nH]1. RXN SMILES: [CH3:21][Mg:22][Cl:23].[F:1][c:2]1[c:3]2[c:8]([cH:9][c:10]([F:12])[cH:11]1)[CH2:7][CH:6]([n:13]1[c:14](=[S:20])[nH:15][c:16]([CH:18]=[O:19])[cH:17]1)[CH2:5][CH2:4]2.[S:24](=[O:25])(=[O:26])([OH:27])[OH:28]>>[F:1][c:2]1[c:3]2[c:8]([cH:9][c:10]([F:12])[cH:11]1)[CH2:7][CH:6]([n:13]1[c:14](=[S:20])[nH:15][c:16]([CH:18]([OH:19])[CH3:21])[cH:17]1)[CH2:5][CH2:4]2. Reaction conditions: temperature 80 celsius. Yields the product ClC1=CC(=C(C=C1)C1=CC(=CC=C1)C(=O)O)C (4′-Chloro-2′-methyl-biphenyl-3-carboxylic acid), solid. Reagents/catalysts: [Pd] (Pd—C). Reactants: IC=1C=C(C(=O)O)C=CC1 (3-iodobenzoic acid), ClC1=CC(=C(C=C1)B(O)O)C (4-chloro-2-methylphenylboronic acid), C([O-])([O-])=O.[Na+].[Na+] (sodium carbonate). Procedure details: To a mixture of 3-iodobenzoic acid (11.9 g, 48 mmol), 4-chloro-2-methylphenylboronic acid (9.8 g, 57.7 mmol) and sodium carbonate (6.1 g, 57.7 mmol) under nitrogen atmosphere, was added i-PrOH-water (1/1, 180 mL) followed by 10% Pd—C (2 g, 19.2 mmol) with caution. The reaction mixture was heated at 80° C. under nitrogen overnight. The catalyst was removed by filtration, and the filtered catalyst was washed with EtOH (60 mL). Most of organic solvent was removed under reduced pressure. The resulti... Run in CC(C)O.O (i-PrOH water). Reaction SMILES: I[C:2]1[CH:3]=[C:4]([CH:8]=[CH:9][CH:10]=1)[C:5]([OH:7])=[O:6].[Cl:11][C:12]1[CH:17]=[CH:16][C:15](B(O)O)=[C:14]([CH3:21])[CH:13]=1.C(=O)([O-])[O-].[Na+].[Na+]>[Pd].CC(O)C.O>[Cl:11][C:12]1[CH:17]=[CH:16][C:15]([C:2]2[CH:10]=[CH:9][CH:8]=[C:4]([C:5]([OH:7])=[O:6])[CH:3]=2)=[C:14]([CH3:21])[CH:13]=1 |f:2.3.4,6.7|. The reactants are CC(C)(C)OC(=O)N1CC(OS(C)(=O)=O)C1, [H-], [Na+], CN(C)C=O, O, Cc1cc(O)ccc1C=O. Yields the product Cc1cc(OC2CN(C(=O)OC(C)(C)C)C2)ccc1C=O. Reaction SMILES: [CH3:13][S:14]([O:15][CH:18]1[CH2:19][N:20]([C:22](=[O:23])[O:24][C:25]([CH3:26])([CH3:27])[CH3:28])[CH2:21]1)(=[O:16])=[O:17].[H-:1].[Na+:2].[O:30]=[CH:31][N:32]([CH3:33])[CH3:34].[OH2:29].[OH:3][c:4]1[cH:5][c:6]([CH3:12])[c:7]([CH:8]=[O:9])[cH:10][cH:11]1>>[O:3]([c:4]1[cH:5][c:6]([CH3:12])[c:7]([CH:8]=[O:9])[cH:10][cH:11]1)[CH:18]1[CH2:19][N:20]([C:22](=[O:23])[O:24][C:25]([CH3:26])([CH3:27])[CH3:28])[CH2:21]1. Reactants: C(C=C)N1CC(CCC1)C1=CC(=C(C=C1)OC)OC (N-allyl-3-(3',4'-dimethoxyphenyl)-piperidine), Br (hydrobromic acid). Yields the product Br.C(C=C)N1CC(CCC1)C1=CC(=C(C=C1)O)O (N-allyl-3-(3',4'-dihydroxyphenyl)-piperidine hydrobromide). Reaction SMILES: [CH2:1]([N:4]1[CH2:9][CH2:8][CH2:7][CH:6]([C:10]2[CH:15]=[CH:14][C:13]([O:16]C)=[C:12]([O:18]C)[CH:11]=2)[CH2:5]1)[CH:2]=[CH2:3].[BrH:20]>>[BrH:20].[CH2:1]([N:4]1[CH2:9][CH2:8][CH2:7][CH:6]([C:10]2[CH:15]=[CH:14][C:13]([OH:16])=[C:12]([OH:18])[CH:11]=2)[CH2:5]1)[CH:2]=[CH2:3] |f:2.3|. Procedure details: A solution of 5.55 g of N-allyl-3-(3',4'-dimethoxyphenyl)-piperidine in 55 ml of 66% hydrobromic acid was refluxed for an hour and was evaporated to dryness. The residue was crystallized from isopropanol and then acetonitrile to obtain 3.27 g of N-allyl-3-(3',4'-dihydroxyphenyl)-piperidine hydrobromide melting at 235° C. Starting materials: CC(C)(C)O, C1CCOC1, COC(=O)N(Cc1cc(C=O)cc(C(F)(F)F)c1)Cc1cc(C(F)(F)F)ccc1-c1cc(C(C)C)ccc1OC, CC=C(C)C, CCOC(C)=O, [O-][Cl+][O-], Cl, [Na+], O. Product: COC(=O)N(Cc1cc(C(=O)O)cc(C(F)(F)F)c1)Cc1cc(C(F)(F)F)ccc1-c1cc(C(C)C)ccc1OC. As a reaction SMILES: [C:63]([OH:64])([CH3:65])([CH3:66])[CH3:67].[CH2:51]1[O:52][CH2:53][CH2:54][CH2:55]1.[CH3:1][O:2][C:3]([N:4]([CH2:5][c:6]1[c:7](-[c:16]2[c:17]([O:25][CH3:26])[cH:18][cH:19][c:20]([CH:22]([CH3:23])[CH3:24])[cH:21]2)[cH:8][cH:9][c:10]([C:12]([F:13])([F:14])[F:15])[cH:11]1)[CH2:27][c:28]1[cH:29][c:30]([CH:38]=[O:39])[cH:31][c:32]([C:34]([F:35])([F:36])[F:37])[cH:33]1)=[O:40].[CH3:41][C:42](=[CH:43][CH3:44])[CH3:45].[CH3:57][CH2:58][O:59][C:60]([CH3:61])=[O:62].[Cl+:46]([O-:47])[O-:48].[ClH:50].[Na+:49].[OH2:56]>>[CH3:1][O:2][C:3]([N:4]([CH2:5][c:6]1[c:7](-[c:16]2[c:17]([O:25][CH3:26])[cH:18][cH:19][c:20]([CH:22]([CH3:23])[CH3:24])[cH:21]2)[cH:8][cH:9][c:10]([C:12]([F:13])([F:14])[F:15])[cH:11]1)[CH2:27][c:28]1[cH:29][c:30]([C:38](=[O:39])[OH:47])[cH:31][c:32]([C:34]([F:35])([F:36])[F:37])[cH:33]1)=[O:40].